From a dataset of the Open Reaction Database (ORD), a public repository of structured organic reaction records. describe an organic reaction: reactants, conditions, products, and yield Yields the product C(C)(=O)OCCC(=CC(C(=O)OCC1=CC=CC=C1)N)CP(=O)(O)O (benzyl 6-acetoxy-2-amino-4-phosphonomethyl-hex-3-enoate). Run in C(Cl)Cl (CH2Cl2). The reactants are C[Si](Br)(C)C (trimethylbromosilane), C(C)(=O)OCCC(=CC(C(=O)OCC1=CC=CC=C1)NC=O)CP(=O)(OC(C)C)OC(C)C (benzyl 6-acetoxy-2-formylamino-4-diisopropylphosphonomethyl-hex-3-enoate), C(C1=CC=CC=C1)O (benzyl alcohol). Conditions: time 24 hour. As a reaction SMILES: [C:1]([O:4][CH2:5][CH2:6][C:7]([CH2:23][P:24]([O:30]C(C)C)([O:26]C(C)C)=[O:25])=[CH:8][CH:9]([NH:20]C=O)[C:10]([O:12][CH2:13][C:14]1[CH:19]=[CH:18][CH:17]=[CH:16][CH:15]=1)=[O:11])(=[O:3])[CH3:2].C[Si](C)(C)Br.C(O)C1C=CC=CC=1>C(Cl)Cl>[C:1]([O:4][CH2:5][CH2:6][C:7]([CH2:23][P:24]([OH:26])([OH:30])=[O:25])=[CH:8][CH:9]([NH2:20])[C:10]([O:12][CH2:13][C:14]1[CH:15]=[CH:16][CH:17]=[CH:18][CH:19]=1)=[O:11])(=[O:3])[CH3:2]. Reported procedure: 1.75 g (3.6 mmol) of benzyl 6-acetoxy-2-formylamino-4-diisopropylphosphonomethyl-hex-3-enoate are dissolved in 15 ml of CH2Cl2. Then 1.88 ml (14.5 mmol) of trimethylbromosilane are added to this solution at room temperature. The reaction mixture is allowed to stand for 24 hours at room temperature. After addition of 15 ml of benzyl alcohol the reaction mixture is allowed to stand for 48 hours at room temperature and then concentrated by evaporation at 70° C. under a high vacuum. The residue is d...